This data is from the Open Reaction Database (ORD), a public repository of structured organic reaction records. The task is: describe an organic reaction: reactants, conditions, products, and yield Reactants: ClCCl, CSc1ccc(-c2cc(COS(C)(=O)=O)c(=O)n(CC3CC3)n2)cc1, [Na+], O=C(OO)c1cccc(Cl)c1, O=S([O-])O. Product: CS(=O)c1ccc(-c2cc(COS(C)(=O)=O)c(=O)n(CC3CC3)n2)cc1. As a reaction SMILES: [CH2:42]([Cl:43])[Cl:44].[CH:1]1([CH2:4][n:5]2[n:6][c:7](-[c:18]3[cH:19][cH:20][c:21]([S:24][CH3:25])[cH:22][cH:23]3)[cH:8][c:9]([CH2:12][O:13][S:14](=[O:15])(=[O:16])[CH3:17])[c:10]2=[O:11])[CH2:2][CH2:3]1.[Na+:37].[OH:26][O:27][C:28]([c:29]1[cH:30][c:31]([Cl:32])[cH:33][cH:34][cH:35]1)=[O:36].[OH:38][S:39](=[O:40])[O-:41]>>[CH:1]1([CH2:4][n:5]2[n:6][c:7](-[c:18]3[cH:19][cH:20][c:21]([S:24]([CH3:25])=[O:26])[cH:22][cH:23]3)[cH:8][c:9]([CH2:12][O:13][S:14](=[O:15])(=[O:16])[CH3:17])[c:10]2=[O:11])[CH2:2][CH2:3]1. Starting materials: BrC=1C=C2C=CC(=NC2=CC1C(F)(F)P(=O)(OCC)OCC)C(=O)O (6-bromo-7-[(diethoxyphosphoryl)(difluoro)methyl]quinoline-2-carboxylic acid), CCN=C=NCCCN(C)C.Cl (EDCl), NC1=CC=CC=C1 (aniline), CCN(C(C)C)C(C)C (Hunig's base). Run in C(Cl)Cl (CH2Cl2). Conditions: time 3 hour. The product is C(C)OP(OCC)(=O)C(F)(F)C1=C(C=C2C=CC(=NC2=C1)C(=O)NC1=CC=CC=C1)Br (diethyl[{2-[(phenylamino)carbonyl]-6-bromoquinolin-7-yl}(difluoro)methyl]phosphonate). As a reaction SMILES: [Br:1][C:2]1[CH:3]=[C:4]2[C:9](=[CH:10][C:11]=1[C:12]([P:15]([O:20][CH2:21][CH3:22])([O:17][CH2:18][CH3:19])=[O:16])([F:14])[F:13])[N:8]=[C:7]([C:23]([OH:25])=O)[CH:6]=[CH:5]2.CCN=C=NCCCN(C)C.Cl.[NH2:38][C:39]1[CH:44]=[CH:43][CH:42]=[CH:41][CH:40]=1.CCN(C(C)C)C(C)C>C(Cl)Cl>[CH2:18]([O:17][P:15]([C:12]([C:11]1[CH:10]=[C:9]2[C:4]([CH:5]=[CH:6][C:7]([C:23]([NH:38][C:39]3[CH:44]=[CH:43][CH:42]=[CH:41][CH:40]=3)=[O:25])=[N:8]2)=[CH:3][C:2]=1[Br:1])([F:13])[F:14])(=[O:16])[O:20][CH2:21][CH3:22])[CH3:19] |f:1.2|. Reported procedure: To the product of step 5 (109 mg) in 5 mL CH2Cl2 was added EDCl (96 mg), aniline (0.1 mL) and Hunig's base (0.1 mL). The solution was stirred at ambient temperature for 3 hours and after concentration and flash chromatography on silica with a gradient of 10-25% EtOAc/toluene the amide was obtained. Reactants: C(C)OC(=O)C=1C(N(C2=NC(=CC=C2C1N1CCCC1)C)CC)=O (1-Ethyl-1,2-Dihydro-7-Methyl-2-Oxo-4-(1-Pyrrolidinyl)-1,8-Naphthridine-3-Carboxylic Acid Ethyl Ester), C(C)N (ethyl amine), C(C)O (ethanol). The solvent is O (water). Product: C(C)OC(=O)C=1C(N(C2=NC(=CC=C2C1NCC)C)CC)=O (1-Ethyl-1,2-Dihydro-4-Ethylamino-7-Methyl-2-Oxo-1,8-Naphthyridine-3-Carboxylic Acid Ethyl Ester). As a reaction SMILES: [CH2:1]([O:3][C:4]([C:6]1[C:7](=[O:24])[N:8]([CH2:22][CH3:23])[C:9]2[C:14]([C:15]=1[N:16]1CC[CH2:18][CH2:17]1)=[CH:13][CH:12]=[C:11]([CH3:21])[N:10]=2)=[O:5])[CH3:2].C(N)C.C(O)C>O>[CH2:1]([O:3][C:4]([C:6]1[C:7](=[O:24])[N:8]([CH2:22][CH3:23])[C:9]2[C:14]([C:15]=1[NH:16][CH2:17][CH3:18])=[CH:13][CH:12]=[C:11]([CH3:21])[N:10]=2)=[O:5])[CH3:2]. Procedure details: A stirred mixture of 5.88 g. (0.02 mole) of 1-ethyl-1,2-dihydro-4-chloro-7-methyl-2-oxo-1,8-naphthyridine-3-carboxylic acid ethyl ester (Example 30) and 2.6 g. (0.04 mole) of 70% aqueous ethyl amine in 25 ml. of ethanol was heated under reflux for 5 hours. The solution was cooled and was diluted with water to the cloudy point. The precipitate which formed was collected, air dried, and was recrystallized from heptane to give 1.6 g. of product, m.p. 133°-136° C. The reactants are ice water, CC1(OC2=C(C1C1=CC=CC=C1)C(=C(C(=C2C)C)N)C)C (2,2,4,6,7-pentamethyl-3-phenyl-2,3-dihydro-1-benzofuran-5-amine), 5,6-bis(chloromethyl)-1,3-benzodioxazole, C([O-])([O-])=O.[Na+].[Na+] (sodium carbonate). Reagents/catalysts: [I-].C(CCC)[N+](CCCC)(CCCC)CCCC (tetrabutylammonium iodide). Run in O1CCCC1 (tetrahydrofuran). The product is CC1(OC2=C(C1C1=CC=CC=C1)C(=C(C(=C2C)C)N2CC=1C=C3C(=CC1C2)OCO3)C)C (6-(2,2,4,6,7-Pentamethyl-3-phenyl-2,3-dihydro-1-benzofuran-5-yl)-6,7-dihydro-5H-[1,3]dioxolo[4,5-f]-isoindole). The yield is 112.1%. Reaction SMILES: [CH3:1][C:2]1([CH3:21])[CH:6]([C:7]2[CH:12]=[CH:11][CH:10]=[CH:9][CH:8]=2)[C:5]2[C:13]([CH3:20])=[C:14]([NH2:19])[C:15]([CH3:18])=[C:16]([CH3:17])[C:4]=2[O:3]1.[C:22](=[O:25])([O-])[O-:23].[Na+].[Na+]>O1CCCC1.[I-].C([N+](CCCC)(CCCC)CCCC)CCC>[CH3:1][C:2]1([CH3:21])[CH:6]([C:7]2[CH:8]=[CH:9][CH:10]=[CH:11][CH:12]=2)[C:5]2[C:13]([CH3:20])=[C:14]([N:19]3[CH2:20][C:13]4[CH:14]=[C:15]5[O:23][CH2:22][O:25][C:16]5=[CH:4][C:5]=4[CH2:6]3)[C:15]([CH3:18])=[C:16]([CH3:17])[C:4]=2[O:3]1 |f:1.2.3,5.6|. Procedure: To a solution of 2,2,4,6,7-pentamethyl-3-phenyl-2,3-dihydro-1-benzofuran-5-amine (1.00 g, 3.56 mmol) in tetrahydrofuran (30 ml) were added 5,6-bis(chloromethyl)-1,3-benzodioxazole (604 mg, 2.76 mmol), sodium carbonate (1.17 mg, 11.0 mmol), and tetrabutylammonium iodide (700 mg, 1.90 mmol) and the mixture was refluxed with heating for 15 hours. The reaction mixture was cooled down to room temperature and then poured into ice water. The product was extracted twice with ethyl acetate. The combined ... The reactants are Oc1cccc2ccc(Cl)nc12, c1cn[nH]c1. Yields the product Oc1cccc2ccc(-n3cccn3)nc12. RXN SMILES: [Cl:1][c:2]1[n:3][c:4]2[c:5]([OH:12])[cH:6][cH:7][cH:8][c:9]2[cH:10][cH:11]1.[nH:13]1[n:14][cH:15][cH:16][cH:17]1>>[c:2]1(-[n:13]2[n:14][cH:15][cH:16][cH:17]2)[n:3][c:4]2[c:5]([OH:12])[cH:6][cH:7][cH:8][c:9]2[cH:10][cH:11]1. Starting materials: S([O-])(O)=O.[Na+] (sodium bisulfite), BrC=1C=C(C=CC1)N(C(C)=O)C1=C(C=NC2=C(C=C(C=C12)[N+](=O)[O-])C)C#N (4-[(3-bromophenyl)-N-acetylamino]-8-methyl-6-nitro-quinoline-3-carbonitrile), BrN1C(CCC1=O)=O (N-bromosuccinimide), C(Cl)(Cl)(Cl)Cl (carbon tetrachloride). The reagents and catalysts are C(C1=CC=CC=C1)(=O)OOC(C1=CC=CC=C1)=O (dibenzoyl peroxide), C(C1=CC=CC=C1)(=O)OOC(C1=CC=CC=C1)=O (dibenzoyl peroxide). The solvent is C(Cl)Cl (methylene chloride). Product: BrCC=1C=C(C=C2C(=C(C=NC12)C#N)N(C(C)=O)C1=CC(=CC=C1)Br)[N+](=O)[O-] (8-Bromomethyl-4-[(3-bromophenyl)-N-acetylamino]-6-nitro-quinoline-3-carbonitrile). The yield is 119.0%. As a reaction SMILES: [Br:1][C:2]1[CH:3]=[C:4]([N:8]([C:12]2[C:21]3[C:16](=[C:17]([CH3:25])[CH:18]=[C:19]([N+:22]([O-:24])=[O:23])[CH:20]=3)[N:15]=[CH:14][C:13]=2[C:26]#[N:27])[C:9](=[O:11])[CH3:10])[CH:5]=[CH:6][CH:7]=1.[Br:28]N1C(=O)CCC1=O.C(Cl)(Cl)(Cl)Cl.S(=O)(O)[O-].[Na+]>C(Cl)Cl.C(OOC(=O)C1C=CC=CC=1)(=O)C1C=CC=CC=1>[Br:28][CH2:25][C:17]1[CH:18]=[C:19]([N+:22]([O-:24])=[O:23])[CH:20]=[C:21]2[C:16]=1[N:15]=[CH:14][C:13]([C:26]#[N:27])=[C:12]2[N:8]([C:4]1[CH:5]=[CH:6][CH:7]=[C:2]([Br:1])[CH:3]=1)[C:9](=[O:11])[CH3:10] |f:3.4|. Reported procedure: A stirred mixture of 4-[(3-bromophenyl)-N-acetylamino]-8-methyl-6-nitro-quinoline-3-carbonitrile (10.6 g, 25 mmol), N-bromosuccinimide (6.68 g, 37.5 mmol), 0.30 g of dibenzoyl peroxide, and 200 ml of carbon tetrachloride was refluxed for 2 h, treated with an additional 0.30 g of dibenzoyl peroxide, and refluxed an additional 2.5 h, cooled, diluted with methylene chloride, and stirred with aqueous sodium bisulfite. The organic layer was separated and washed successively with water, sodium bicarbo... Starting materials: ClC=1N=C(N(C1CO)COCC[Si](C)(C)C)S(=O)(=O)NC (4-chloro-5-(hydroxymethyl)-N-methyl-1-({[2-(trimethylsilyl)ethyl]oxy}methyl)-1H-imidazole-2-sulfonamide). Reagents/catalysts: O=[Mn]=O (MnO2), O=[Mn]=O (MnO2). Run in C(Cl)Cl (CH2Cl2). Reaction conditions: temperature 40 celsius. The product is ClC=1N=C(N(C1C=O)COCC[Si](C)(C)C)S(=O)(=O)NC (4-chloro-5-formyl-N-methyl-1-({[2-(trimethylsilyl)ethyl]oxy}methyl)-1H-imidazole-2-sulfonamide). Yield: 48.0%. Reaction SMILES: [Cl:1][C:2]1[N:3]=[C:4]([S:17]([NH:20][CH3:21])(=[O:19])=[O:18])[N:5]([CH2:9][O:10][CH2:11][CH2:12][Si:13]([CH3:16])([CH3:15])[CH3:14])[C:6]=1[CH2:7][OH:8]>C(Cl)Cl.O=[Mn]=O>[Cl:1][C:2]1[N:3]=[C:4]([S:17]([NH:20][CH3:21])(=[O:19])=[O:18])[N:5]([CH2:9][O:10][CH2:11][CH2:12][Si:13]([CH3:16])([CH3:14])[CH3:15])[C:6]=1[CH:7]=[O:8]. Procedure details: A solution of the above alcohol, MnO2 (0.42 g, 4.86 mmol) in CH2Cl2 (5 mL) was stirred at RT for 1 h. Additional MnO2 (0.42 g, 4.86 mmol) was added and the reaction mixture was heated at 40° C. overnight and then evaporated and purified by silica gel chromatography (0-35% EtOAc/hex) to afford the title compound (0.083 g, 48%) as a clear oil. 1H NMR (400 MHz, CHLOROFORM-d) δ ppm 9.93 (s, 1H), 6.00 (s, 2H), 5.33 (br. s., 1H), 3.60-3.69 (m, 2H), 2.90 (s, 3H), −0.02 (s, 9H). Reactants: BrC1=CC(=C(S1)C)CC1=CC=C(C=C1)OC (5-bromo-3-(4-methoxybenzyl)-2-methylthiophene), B(Br)(Br)Br (boron tribromide), Cl (HCl). Run in C(Cl)Cl (CH2Cl2). Reaction conditions: time 3 hour. The product is BrC1=CC(=C(S1)C)CC1=CC=C(C=C1)O (4-((5-bromo-2-methylthiophen-3-yl)methyl)phenol). Isolated yield 61.1%. RXN SMILES: [Br:1][C:2]1[S:6][C:5]([CH3:7])=[C:4]([CH2:8][C:9]2[CH:14]=[CH:13][C:12]([O:15]C)=[CH:11][CH:10]=2)[CH:3]=1.B(Br)(Br)Br.Cl>C(Cl)Cl>[Br:1][C:2]1[S:6][C:5]([CH3:7])=[C:4]([CH2:8][C:9]2[CH:14]=[CH:13][C:12]([OH:15])=[CH:11][CH:10]=2)[CH:3]=1. Procedure: To a solution of bromide 10 (9.7 g, 32.6 mmol) in CH2Cl2 (100 mL) was added boron tribromide (40 mL, 39.2 mmol, 1M in CH2Cl2) dropwise at 0° C. The mixture was warmed up to room temperature slowly and stirred at room temperature for 3 hours. To the mixture was added aq. 1N HCl solution (200 mL) dropwise at 0° C. The mixture was extracted with CH2Cl2 (150 mL×2). The combined organic layer was dried over MgSO4, filtered, and concentrated in vacuo. The residue was purified by silica column chromato...